From a dataset of the Open Reaction Database (ORD), a public repository of structured organic reaction records. describe an organic reaction: reactants, conditions, products, and yield Solvent: CO (methanol). Procedure details: A mixture of 2-amino-6-Chloro-9-[1-(2,2-dimethyl-1,3-dioxane-4,6-dione-5-yl)eth-2-yl]purine potassium salt (200 mg, 0.53 mmol), ammonium formate (148 mg, 2.34 mmol) and 10% palladuim on charcoal (80 mg) in methanol (15 ml) was heated under reflux under dry nitrogen for 3 h. T.1.c. [chloroform/methanol (2:1)] showed one spot, rf=0.15. The mixture was filtered and the filtrate evaporated to leave a gum. The material was not purified further. The reactants are [K].NC1=NC(=C2N=CN(C2=N1)CCC1C(OC(OC1=O)(C)C)=O)Cl (2-amino-6-Chloro-9-[1-(2,2-dimethyl-1,3-dioxane-4,6-dione-5-yl)eth-2-yl]purine potassium salt), C(=O)[O-].[NH4+] (ammonium formate), C(Cl)(Cl)Cl.CO (chloroform methanol). Product: [K].NC1=NC=C2N=CN(C2=N1)CCC1C(OC(OC1=O)(C)C)=O (2-Amino-9-[1-(2,2-dimethyl-1,3-dioxane-4,6-dione-5-yl)-eth-2-yl]purine potassium salt). RXN SMILES: [K:1].[NH2:2][C:3]1[N:11]=[C:10]2[C:6]([N:7]=[CH:8][N:9]2[CH2:12][CH2:13][CH:14]2[C:19](=[O:20])[O:18][C:17]([CH3:22])([CH3:21])[O:16][C:15]2=[O:23])=[C:5](Cl)[N:4]=1.C([O-])=O.[NH4+].C(Cl)(Cl)Cl.CO>CO>[K:1].[NH2:2][C:3]1[N:11]=[C:10]2[C:6]([N:7]=[CH:8][N:9]2[CH2:12][CH2:13][CH:14]2[C:19](=[O:20])[O:18][C:17]([CH3:21])([CH3:22])[O:16][C:15]2=[O:23])=[CH:5][N:4]=1 |f:0.1,2.3,4.5,7.8,^1:0,36|. The reactants are CC(C)(C)c1ccc(OCC2CO2)cc1, O=C1C(=O)c2ccc(Cl)cc2C2=C1SCC1(CCNCC1)O2. Product: CC(C)(C)c1ccc(OCC(O)CN2CCC3(CC2)CSC2=C(O3)c3cc(Cl)ccc3C(=O)C2=O)cc1. As a reaction SMILES: [C:23]([CH3:24])([CH3:25])([CH3:26])[c:27]1[cH:28][cH:29][c:30]([O:31][CH2:32][CH:33]2[O:34][CH2:35]2)[cH:36][cH:37]1.[Cl:1][c:2]1[cH:3][cH:4][c:5]2[c:19]([cH:20]1)[C:9]1=[C:8]([C:7](=[O:21])[C:6]2=[O:22])[S:13][CH2:12][C:11]2([O:10]1)[CH2:14][CH2:15][NH:16][CH2:17][CH2:18]2>>[Cl:1][c:2]1[cH:3][cH:4][c:5]2[c:19]([cH:20]1)[C:9]1=[C:8]([C:7](=[O:21])[C:6]2=[O:22])[S:13][CH2:12][C:11]2([O:10]1)[CH2:14][CH2:15][N:16]([CH2:35][CH:33]([CH2:32][O:31][c:30]1[cH:29][cH:28][c:27]([C:23]([CH3:24])([CH3:25])[CH3:26])[cH:37][cH:36]1)[OH:34])[CH2:17][CH2:18]2. Starting materials: CO.C(Cl)Cl (MeOH CH2Cl2), C(=O)C=1C=C2C(=C(NC2=CC1)C(=O)N)SC1=CC=CC=C1 (5-formyl-3-phenylsulfanyl-1H-indole-2-carboxylic acid amide). Product: C(=O)C=1C=C2C=CN(C2=CC1)C (5-formyl-1-methylindole), title compound 14. Yield: 67.0%. Reaction SMILES: [CH:1]([C:3]1[CH:4]=[C:5]2[C:9](=[CH:10][CH:11]=1)[NH:8][C:7](C(N)=O)=[C:6]2SC1C=CC=CC=1)=[O:2].CO.[CH2:24](Cl)Cl>>[CH:1]([C:3]1[CH:4]=[C:5]2[C:9](=[CH:10][CH:11]=1)[N:8]([CH3:24])[CH:7]=[CH:6]2)=[O:2] |f:1.2|. Reported procedure: Treat 5-formyl-3-phenylsulfanyl-1H-indole-2-carboxylic acid amide 13 (m=0, R3=Ph; 400 mg, 1.35 mmol) with Mel (101 μl) as described in General Procedure XIV to provide the 5-formyl-1-methylindole the title compound 14 (280 mg, 67%), Rf (5% MeOH/CH2Cl2)=0.75. Reactants: COc1cc2c(cc1C)NC(=O)C2=O, [Na+], [OH-], OO, O=S(=O)(O)O. The product is COc1cc(C(=O)O)c(N)cc1C. As a reaction SMILES: [CH3:3][O:4][c:5]1[cH:6][c:7]2[c:11]([cH:12][c:13]1[CH3:14])[NH:10][C:9](=[O:15])[C:8]2=[O:16].[Na+:23].[OH-:22].[OH:1][OH:2].[S:17]([OH:18])(=[O:19])(=[O:20])[OH:21]>>[CH3:3][O:4][c:5]1[cH:6][c:7]([C:8]([OH:16])=[O:18])[c:11]([NH2:10])[cH:12][c:13]1[CH3:14]. RXN SMILES: [CH2:1]([C:7]1[CH:13]=[CH:12][CH:11]=[CH:10][C:8]=1[NH2:9])[CH2:2][CH2:3][CH2:4][CH2:5][CH3:6].[CH:14]([C:17]1[CH:22]=[CH:21][CH:20]=[C:19]([CH:23]([CH3:25])[CH3:24])[C:18]=1[N:26]=[C:27]=[O:28])([CH3:16])[CH3:15]>CCCCCC>[CH2:1]([C:7]1[CH:13]=[CH:12][CH:11]=[CH:10][C:8]=1[NH:9][C:27]([NH:26][C:18]1[C:17]([CH:14]([CH3:15])[CH3:16])=[CH:22][CH:21]=[CH:20][C:19]=1[CH:23]([CH3:25])[CH3:24])=[O:28])[CH2:2][CH2:3][CH2:4][CH2:5][CH3:6]. Conditions: time 16 hour. Reported procedure: To a 5 ml n-hexane solution of 0.42 g (2.35 mmol) of 2-hexylaniline was added 5 ml (2.35 mmol) of a hexane solution of 0.47M 2,6-diisopropylphenyl isocyanate at room temperature and the whole was stirred for 16 hours. The precipitated crystals were collected by filtration to give 0.55 g (61% yield) of 1-(2-hexylphenyl)-3-(2,6-diisopropylphenyl)urea, the physical properties of which being shown in the following Table 3. The compound No. 25 listed in Table 3 was similarly prepared as above. Yields the product C(CCCCC)C1=C(C=CC=C1)NC(=O)NC1=C(C=CC=C1C(C)C)C(C)C (1-(2-hexylphenyl)-3-(2,6-diisopropylphenyl)urea). Yield: 61.0%. Reactants: C(CCCCC)C1=C(N)C=CC=C1 (2-hexylaniline), C(C)(C)C1=C(C(=CC=C1)C(C)C)N=C=O (2,6-diisopropylphenyl isocyanate). Solvent: CCCCCC (n-hexane), CCCCCC (hexane). Starting materials: CC(=O)O[BH-](OC(C)=O)OC(C)=O, CC(=O)O, CS(C)=O, CN1CCCC1=O, O=Cc1ccccc1, NC1CCC(Nc2cc(-c3cncc(NCc4cccc(F)c4)n3)ccn2)CC1, [Na+]. RXN SMILES: [C:42]([O:43][BH-:44]([O:45][C:46](=[O:47])[CH3:48])[O:49][C:50](=[O:51])[CH3:52])(=[O:53])[CH3:54].[CH3:30][C:31](=[O:32])[OH:33].[CH3:56][S:57]([CH3:58])=[O:59].[CH3:60][N:61]1[CH2:62][CH2:63][CH2:64][C:65]1=[O:66].[CH:34](=[O:35])[c:36]1[cH:37][cH:38][cH:39][cH:40][cH:41]1.[F:1][c:2]1[cH:3][c:4]([CH2:5][NH:6][c:7]2[cH:8][n:9][cH:10][c:11](-[c:13]3[cH:14][c:15]([NH:19][CH:20]4[CH2:21][CH2:22][CH:23]([NH2:26])[CH2:24][CH2:25]4)[n:16][cH:17][cH:18]3)[n:12]2)[cH:27][cH:28][cH:29]1.[Na+:55]>>[F:1][c:2]1[cH:3][c:4]([CH2:5][NH:6][c:7]2[cH:8][n:9][cH:10][c:11](-[c:13]3[cH:14][c:15]([NH:19][CH:20]4[CH2:21][CH2:22][CH:23]([NH:26][CH2:34][c:36]5[cH:37][cH:38][cH:39][cH:40][cH:41]5)[CH2:24][CH2:25]4)[n:16][cH:17][cH:18]3)[n:12]2)[cH:27][cH:28][cH:29]1. Yields the product Fc1cccc(CNc2cncc(-c3ccnc(NC4CCC(NCc5ccccc5)CC4)c3)n2)c1. The reactants are O=C1CCC(=O)N1Br, CCOC(=O)c1csc(CC)c1, CC(=O)O. Yields the product CCOC(=O)c1cc(CC)sc1Br. As a reaction SMILES: [Br:13][N:14]1[C:15](=[O:16])[CH2:17][CH2:18][C:19]1=[O:20].[CH2:1]([CH3:2])[O:3][C:4](=[O:5])[c:6]1[cH:7][s:8][c:9]([CH2:11][CH3:12])[cH:10]1.[CH3:21][C:22](=[O:23])[OH:24]>>[CH2:1]([CH3:2])[O:3][C:4](=[O:5])[c:6]1[c:7]([Br:13])[s:8][c:9]([CH2:11][CH3:12])[cH:10]1. The reactants are Cl.ClC1=C(N=CS1)C(=N)N (5-chloro-4-thiazolformamidine hydrochloride), ClC1=C(C=O)C=CC(=C1)F (2-chloro-4-fluorobenzaldehyde), C(CC(=O)C)(=O)OCC (ethyl acetoacetate), C(C)(=O)[O-].[Na+] (sodium acetate). The solvent is C(C)O (ethanol). The product is ClC1=C(N=CS1)C=1NC(=C(C(N1)C1=C(C=C(C=C1)F)Cl)C(=O)OCC)C (ethyl 2-(5-chlorothiazol-4-yl)-4-(2-chloro-4-fluorophenyl)-6-methyl-1,4-dihydro-pyrimidin-5-carboxylate). Yield: 35.0%. Reaction SMILES: Cl.[Cl:2][C:3]1[S:7][CH:6]=[N:5][C:4]=1[C:8]([NH2:10])=[NH:9].[Cl:11][C:12]1[CH:19]=[C:18]([F:20])[CH:17]=[CH:16][C:13]=1[CH:14]=O.[C:21]([O:27][CH2:28][CH3:29])(=[O:26])[CH2:22][C:23]([CH3:25])=O.C([O-])(=O)C.[Na+]>C(O)C>[Cl:2][C:3]1[S:7][CH:6]=[N:5][C:4]=1[C:8]1[NH:10][C:23]([CH3:25])=[C:22]([C:21]([O:27][CH2:28][CH3:29])=[O:26])[CH:14]([C:13]2[CH:16]=[CH:17][C:18]([F:20])=[CH:19][C:12]=2[Cl:11])[N:9]=1 |f:0.1,4.5|. Procedure: 2 mmol 5-chloro-4-thiazolformamidine hydrochloride, 2 mmol 2-chloro-4-fluorobenzaldehyde, 2 mmol ethyl acetoacetate and 2.2 mmol sodium acetate were reacted under reflux in 10 ml anhydrous ethanol for 20 hr, concentrated, and then ethyl acetate and water were added to separate the layers. The ethyl acetate layer was dried over anhydrous sodium sulfate, and separated by a column chromatography to obtain 0.29 g of a yellowish solid with mp 149-152° C.; 1H-NMR (400 MHz, DMSO-d6) δ 1.02-1.06 (3H, m)... Starting materials: COC=1C=C(C=CC1OC)C(CC1=CC=CC=C1)N (α-(3,4-dimethoxyphenyl)benzeneethanamine), BrCC(=O)C1=CC(=CC=C1)NS(=O)(=O)C (2-bromo-1-[3-[(methylsulfonyl)amino]phenyl]ethanone). Yields the product COC=1C=C(C=CC1OC)C(CC1=CC=CC=C1)NCC(O)C=1C=C(C=CC1)NS(=O)(=O)C (N-[3-[2-[[1-(3,4-Dimethoxyphenyl)-2-phenylethyl]amino]1-hydroxyethyl]phenyl]methanesulfonamide). Reaction SMILES: [CH3:1][O:2][C:3]1[CH:4]=[C:5]([CH:11]([NH2:19])[CH2:12][C:13]2[CH:18]=[CH:17][CH:16]=[CH:15][CH:14]=2)[CH:6]=[CH:7][C:8]=1[O:9][CH3:10].Br[CH2:21][C:22]([C:24]1[CH:29]=[CH:28][CH:27]=[C:26]([NH:30][S:31]([CH3:34])(=[O:33])=[O:32])[CH:25]=1)=[O:23]>>[CH3:1][O:2][C:3]1[CH:4]=[C:5]([CH:11]([NH:19][CH2:21][CH:22]([C:24]2[CH:25]=[C:26]([NH:30][S:31]([CH3:34])(=[O:33])=[O:32])[CH:27]=[CH:28][CH:29]=2)[OH:23])[CH2:12][C:13]2[CH:14]=[CH:15][CH:16]=[CH:17][CH:18]=2)[CH:6]=[CH:7][C:8]=1[O:9][CH3:10]. Reported procedure: The title compound was prepared by coupling α-(3,4-dimethoxyphenyl)benzeneethanamine, prepared as described in step C of Example 1, with 2-bromo-1-[3-[(methylsulfonyl)amino]phenyl]ethanone via the procedure described in step D of Example 1. The title compound, after silica gel chromatography, was purified by preparative HPLC using 49% solvent B to elute the desired material from a YMC S10 C18 column. Reactants: CC(C)S(=O)(=O)c1ccc(B(O)O)cc1, [Na+], [Na+], O=C([O-])[O-], C1COCCO1, Cl[Pd]Cl, Cc1ccc(S(=O)(=O)OC(=CC2CCCC2)c2cc3cccnc3n2S(=O)(=O)c2ccccc2)cc1, c1ccc(P(c2ccccc2)c2ccccc2)cc1, c1ccc(P(c2ccccc2)c2ccccc2)cc1. The product is CC(C)S(=O)(=O)c1ccc(C(=CC2CCCC2)c2cc3cccnc3n2S(=O)(=O)c2ccccc2)cc1. As a reaction SMILES: [CH3:37][CH:38]([CH3:39])[S:40](=[O:41])(=[O:42])[c:43]1[cH:44][cH:45][c:46]([B:49]([OH:50])[OH:51])[cH:47][cH:48]1.[Na+:52].[Na+:53].[O-:54][C:55](=[O:56])[O-:57].[O:58]1[CH2:59][CH2:60][O:61][CH2:62][CH2:63]1.[Pd:64]([Cl:65])[Cl:66].[c:1]1([S:7](=[O:8])(=[O:9])[n:10]2[c:11]([C:19](=[CH:20][CH:21]3[CH2:22][CH2:23][CH2:24][CH2:25]3)[O:26][S:27]([c:28]3[cH:29][cH:30][c:31]([CH3:32])[cH:33][cH:34]3)(=[O:35])=[O:36])[cH:12][c:13]3[c:14]2[n:15][cH:16][cH:17][cH:18]3)[cH:2][cH:3][cH:4][cH:5][cH:6]1.[c:67]1([P:68]([c:69]2[cH:70][cH:71][cH:72][cH:73][cH:74]2)[c:75]2[cH:76][cH:77][cH:78][cH:79][cH:80]2)[cH:81][cH:82][cH:83][cH:84][cH:85]1.[c:86]1([P:87]([c:88]2[cH:89][cH:90][cH:91][cH:92][cH:93]2)[c:94]2[cH:95][cH:96][cH:97][cH:98][cH:99]2)[cH:100][cH:101][cH:102][cH:103][cH:104]1>>[c:1]1([S:7](=[O:8])(=[O:9])[n:10]2[c:11]([C:19](=[CH:20][CH:21]3[CH2:22][CH2:23][CH2:24][CH2:25]3)[c:46]3[cH:45][cH:44][c:43]([S:40]([CH:38]([CH3:37])[CH3:39])(=[O:41])=[O:42])[cH:48][cH:47]3)[cH:12][c:13]3[c:14]2[n:15][cH:16][cH:17][cH:18]3)[cH:2][cH:3][cH:4][cH:5][cH:6]1.